This data is from the Open Reaction Database (ORD), a public repository of structured organic reaction records. The task is: describe an organic reaction: reactants, conditions, products, and yield Reactants: C[O-], CO, O=C(O)c1ccc2cc[nH]c2c1Cl, [Na+], O=C1CCCCC1, c1ccc2[nH]ccc2c1. Yields the product O=C(O)c1ccc2c(C3=CCCCC3)c[nH]c2c1Cl. As a reaction SMILES: [CH3:30][O-:31].[CH3:33][OH:34].[Cl:1][c:2]1[c:3]([C:11](=[O:12])[OH:13])[cH:4][cH:5][c:6]2[cH:7][cH:8][nH:9][c:10]12.[Na+:32].[O:14]=[C:15]1[CH2:16][CH2:17][CH2:18][CH2:19][CH2:20]1.[nH:21]1[c:22]2[c:23]([cH:24][cH:25][cH:26][cH:27]2)[cH:28][cH:29]1>>[Cl:1][c:2]1[c:3]([C:11](=[O:12])[OH:13])[cH:4][cH:5][c:6]2[c:7]([C:15]3=[CH:16][CH2:17][CH2:18][CH2:19][CH2:20]3)[cH:8][nH:9][c:10]12. Starting materials: O (water), COC(=O)C1=NC=C(N=C1N)Cl (3-amino-5-chloro-pyrazine-2-carboxylic acid methyl ester), C(CCC)[Sn](C=C)(CCCC)CCCC (tributyl(vinyl)tin), [Cl-].[Li+] (lithium chloride). The reagents and catalysts are Cl[Pd]([P](C1=CC=CC=C1)(C2=CC=CC=C2)C3=CC=CC=C3)([P](C4=CC=CC=C4)(C5=CC=CC=C5)C6=CC=CC=C6)Cl (PdCl2(PPh3)2). Solvent: CN(C)C=O (DMF). Conditions: temperature 85 celsius. Product: COC(=O)C1=NC=C(N=C1N)C=C (3-Amino-5-vinyl-pyrazine-2-carboxylic acid methyl ester). Reaction SMILES: [CH3:1][O:2][C:3]([C:5]1[C:10]([NH2:11])=[N:9][C:8](Cl)=[CH:7][N:6]=1)=[O:4].[CH2:13]([Sn](CCCC)(CCCC)C=C)[CH2:14]CC.[Cl-].[Li+].O>CN(C=O)C.Cl[Pd](Cl)([P](C1C=CC=CC=1)(C1C=CC=CC=1)C1C=CC=CC=1)[P](C1C=CC=CC=1)(C1C=CC=CC=1)C1C=CC=CC=1>[CH3:1][O:2][C:3]([C:5]1[C:10]([NH2:11])=[N:9][C:8]([CH:13]=[CH2:14])=[CH:7][N:6]=1)=[O:4] |f:2.3,^1:38,57|. Procedure: To a mixture of 3-amino-5-chloro-pyrazine-2-carboxylic acid methyl ester (GB 1248146, 161 mg 0.86 mmol), tributyl(vinyl)tin (0.352 ml, 1.204 mmol) and lithium chloride (102 mg, 2.498 mmol) in DMF (4 ml) was added PdCl2(PPh3)2 (30.2 mg, 0.043 mmol) and the mixture was heated to 85° C. for 2.5 h. After cooling to room temperature water was added and the mixture was extracted with EtOAc, the combined organic layers were washed with water and half saturated aq. NaCl, dried with Na2SO4 and evaporated... The reactants are [F-].[K+] (potassium fluoride), BrC1=CN=C2N1N=C(C=C2)Cl (3-bromo-6-chloroimidazo[1,2-b]pyridazine), CC1=C(C=C(C=C1)C)C1NCCC1 (2-(2,5-dimethylphenyl)pyrrolidine). Solvent: CS(=O)C (DMSO). Reaction conditions: temperature 130 celsius, time 6 hour. The product is BrC1=CN=C2N1N=C(C=C2)N2C(CCC2)C2=C(C=CC(=C2)C)C (3-bromo-6-(2-(2,5-dimethylphenyl)pyrrolidin-1-yl)imidazo[1,2-b]pyridazine). As a reaction SMILES: [F-].[K+].[Br:3][C:4]1[N:8]2[N:9]=[C:10](Cl)[CH:11]=[CH:12][C:7]2=[N:6][CH:5]=1.[CH3:14][C:15]1[CH:20]=[CH:19][C:18]([CH3:21])=[CH:17][C:16]=1[CH:22]1[CH2:26][CH2:25][CH2:24][NH:23]1>CS(C)=O>[Br:3][C:4]1[N:8]2[N:9]=[C:10]([N:23]3[CH2:24][CH2:25][CH2:26][CH:22]3[C:16]3[CH:17]=[C:18]([CH3:21])[CH:19]=[CH:20][C:15]=3[CH3:14])[CH:11]=[CH:12][C:7]2=[N:6][CH:5]=1 |f:0.1|. Reported procedure: In step 4-1, potassium fluoride (58 mg, 1.0 mmol), and (3-bromo-6-chloroimidazo[1,2-b]pyridazine (12-1) (100 mg, 0.43 mmol) was added to a solution of 2-(2,5-dimethylphenyl)pyrrolidine (100 mg, 0.57 mmol) in 3 mL of DMSO. The reaction mixture was heated to 130° C. and stirred for 6 hours at 130° C. The reaction mixture was cooled to room temperature and purified using normal phase flash chromatography with ethyl acetate and hexanes (1:1) as a mobile phase to yield 3-bromo-6-(2-(2,5-dimethylpheny... Starting materials: BrC1=CC2=C(C(CO2)N)C=C1 ((rac)-6-bromo-2,3-dihydro-benzofuran-3-ylamine), FC(C(=O)NC1(CC1)C(=O)O)(F)F (1-(2,2,2-trifluoroacetamido)cyclopropanecarboxylic acid). Yields the product BrC1=CC2=C(C(CO2)NC(=O)C2(CC2)NC(C(F)(F)F)=O)C=C1 (1-(2,2,2-trifluoro-acetylamino)-cyclopropanecarboxylic acid ((rac)-6-bromo-2,3-dihydro-benzofuran-3-yl)-amide). RXN SMILES: [Br:1][C:2]1[CH:11]=[CH:10][C:5]2[CH:6]([NH2:9])[CH2:7][O:8][C:4]=2[CH:3]=1.[F:12][C:13]([F:24])([F:23])[C:14]([NH:16][C:17]1([C:20](O)=[O:21])[CH2:19][CH2:18]1)=[O:15]>>[Br:1][C:2]1[CH:11]=[CH:10][C:5]2[CH:6]([NH:9][C:20]([C:17]3([NH:16][C:14](=[O:15])[C:13]([F:12])([F:23])[F:24])[CH2:18][CH2:19]3)=[O:21])[CH2:7][O:8][C:4]=2[CH:3]=1. Reported procedure: In analogy to the procedure described for the preparation of intermediate A-1 [B] and A-1 [C], (rac)-6-bromo-2,3-dihydro-benzofuran-3-ylamine has been coupled with 1-(2,2,2-trifluoroacetamido)cyclopropanecarboxylic acid (intermediate A-1 [A]) to give 1-(2,2,2-trifluoro-acetylamino)-cyclopropanecarboxylic acid ((rac)-6-bromo-2,3-dihydro-benzofuran-3-yl)-amide, which was subsequently reacted with 4,4,4′,4′,5,5,5′,5′-octamethyl-2,2′-bi(1,3,2-dioxaborolane) to yield the title compound as light brown...